describe an organic reaction: reactants, conditions, products, and yield From a dataset of the Open Reaction Database (ORD), a public repository of structured organic reaction records. Starting materials: 86-B, Cl.FC1CCNCC1 (4-fluoropiperidine hydrochloride), BrCCCl (1-bromo-2-chloroethane). The product is ClCCN1CCC(CC1)F (1-(2-chloroethyl)-4-fluoropiperidine). Isolated yield 21.1%. Reaction SMILES: Cl.[F:2][CH:3]1[CH2:8][CH2:7][NH:6][CH2:5][CH2:4]1.Br[CH2:10][CH2:11][Cl:12]>>[Cl:12][CH2:11][CH2:10][N:6]1[CH2:7][CH2:8][CH:3]([F:2])[CH2:4][CH2:5]1 |f:0.1|. Procedure: The title compound has been prepared according to the similar manner described in 86-B (i) using 4-fluoropiperidine hydrochloride (1.00 g, 7.16 mmol) and 1-bromo-2-chloroethane (717 μL, 8.60 mmol). The crude product has been purified by silica gel column chromatography (EtOAc/hexane=10/90→40/60) to obtain pure title compound (250 mg, 21%) as a pale yellow oil. Starting materials: O=C(Cl)C(=O)Cl, ClCCl, Cc1nc(-c2cccc(F)c2)ncc1C(=O)Nn1cc(S(=O)(=O)O)c2cc(F)ccc21, CN(C)C=O. The product is Cc1nc(-c2cccc(F)c2)ncc1C(=O)Nn1cc(S(=O)(=O)Cl)c2cc(F)ccc21. Reaction SMILES: [Cl:37][C:38]([C:39]([Cl:40])=[O:41])=[O:42].[Cl:43][CH2:44][Cl:45].[F:1][c:2]1[cH:3][c:4]2[c:5]([S:28](=[O:29])(=[O:30])[OH:31])[cH:6][n:7]([NH:11][C:12](=[O:13])[c:14]3[c:15]([CH3:27])[n:16][c:17](-[c:20]4[cH:21][c:22]([F:26])[cH:23][cH:24][cH:25]4)[n:18][cH:19]3)[c:8]2[cH:9][cH:10]1.[O:32]=[CH:33][N:34]([CH3:35])[CH3:36]>>[F:1][c:2]1[cH:3][c:4]2[c:5]([S:28](=[O:29])(=[O:31])[Cl:37])[cH:6][n:7]([NH:11][C:12](=[O:13])[c:14]3[c:15]([CH3:27])[n:16][c:17](-[c:20]4[cH:21][c:22]([F:26])[cH:23][cH:24][cH:25]4)[n:18][cH:19]3)[c:8]2[cH:9][cH:10]1. Starting materials: O=C(O)c1cc(NC2CCCCC2)ncn1, Nc1cc(Cl)c(O)c(Cl)c1. The product is O=C(Nc1cc(Cl)c(O)c(Cl)c1)c1cc(NC2CCCCC2)ncn1. As a reaction SMILES: [CH:1]1([NH:7][c:8]2[cH:9][c:10]([C:14](=[O:15])[OH:16])[n:11][cH:12][n:13]2)[CH2:2][CH2:3][CH2:4][CH2:5][CH2:6]1.[NH2:17][c:18]1[cH:19][c:20]([Cl:26])[c:21]([OH:25])[c:22]([Cl:24])[cH:23]1>>[CH:1]1([NH:7][c:8]2[cH:9][c:10]([C:14](=[O:16])[NH:17][c:18]3[cH:19][c:20]([Cl:26])[c:21]([OH:25])[c:22]([Cl:24])[cH:23]3)[n:11][cH:12][n:13]2)[CH2:2][CH2:3][CH2:4][CH2:5][CH2:6]1. Starting materials: C(C)Br (ethyl bromide), [Li] (lithium), CC1(C(C(CCCC1)(C)C)=O)C (2,2,7,7-tetramethylcycloheptanone). Run in C(C)OCC (diethyl ether), C(C)OCC (diethyl ether), C(C)OCC (diethyl ether), C(C)OCC (diethyl ether). Reaction conditions: temperature -30 celsius. Product: C(C)C1(C(CCCCC1(C)C)(C)C)O (1-ethyl-2,2,7,7-tetramethylcycloheptan-1-ol). Yield: 76.4%. As a reaction SMILES: [CH2:1](Br)[CH3:2].[Li].[CH3:5][C:6]1([CH3:16])[CH2:12][CH2:11][CH2:10][CH2:9][C:8]([CH3:14])([CH3:13])[C:7]1=[O:15]>C(OCC)C>[CH2:1]([C:7]1([OH:15])[C:8]([CH3:14])([CH3:13])[CH2:9][CH2:10][CH2:11][CH2:12][C:6]1([CH3:16])[CH3:5])[CH3:2] |^1:3|. Procedure details: A mixed solution of ethyl bromide (33.30 g, 0.40 moles)/dried diethyl ether (40 ml) was dropped into a mixture of lithium (4.30 g, 0.62 moles)/dried diethyl ether (25 ml) in 2 hours while stirring at -30° C., followed by further adding dried diethyl ether (40 ml) and raising the temperature to 0° C. The mixture was subjected to separation by filtration. The resulting filtrate was dropped into a mixed solution of 2,2,7,7-tetramethylcycloheptanone (15.00 g, 0.09 moles)/dried diethyl ether (40 ml) ... Run at time 2 hour. The reactants are FC(C=1C=C(CN(C2=NC=C(C=N2)OCCCC(=O)OCC)CC2=C(C=CC(=C2)C(F)(F)F)O)C=C(C1)C(F)(F)F)(F)F (Ethyl 4-{2-[(3,5-bis-trifluoromethyl-benzyl)-(2-hydroxy-5-trifluoromethyl-benzyl)-amino]-pyrimidin-5-yloxy}-butyrate), BrN1C(CCC1=O)=O (N-bromosuccinimide). The yield is 82.4%. Reaction SMILES: [F:1][C:2]([F:43])([F:42])[C:3]1[CH:4]=[C:5]([CH:35]=[C:36]([C:38]([F:41])([F:40])[F:39])[CH:37]=1)[CH2:6][N:7]([CH2:23][C:24]1[CH:29]=[C:28]([C:30]([F:33])([F:32])[F:31])[CH:27]=[CH:26][C:25]=1[OH:34])[C:8]1[N:13]=[CH:12][C:11]([O:14][CH2:15][CH2:16][CH2:17][C:18]([O:20][CH2:21][CH3:22])=[O:19])=[CH:10][N:9]=1.[Br:44]N1C(=O)CCC1=O>C(Cl)(Cl)Cl>[F:43][C:2]([F:1])([F:42])[C:3]1[CH:4]=[C:5]([CH:35]=[C:36]([C:38]([F:39])([F:40])[F:41])[CH:37]=1)[CH2:6][N:7]([CH2:23][C:24]1[CH:29]=[C:28]([C:30]([F:33])([F:32])[F:31])[CH:27]=[C:26]([Br:44])[C:25]=1[OH:34])[C:8]1[N:9]=[CH:10][C:11]([O:14][CH2:15][CH2:16][CH2:17][C:18]([O:20][CH2:21][CH3:22])=[O:19])=[CH:12][N:13]=1. The product is FC(C=1C=C(CN(C2=NC=C(C=N2)OCCCC(=O)OCC)CC2=C(C(=CC(=C2)C(F)(F)F)Br)O)C=C(C1)C(F)(F)F)(F)F (ethyl 4-{2-[(3,5-bis-trifluoromethyl-benzyl)-(3-bromo-2-hydroxy-5-trifluoromethyl-benzyl)-amino]-pyrimidin-5-yloxy}-butyrate). Procedure: Ethyl 4-{2-[(3,5-bis-trifluoromethyl-benzyl)-(2-hydroxy-5-trifluoromethyl-benzyl)-amino]-pyrimidin-5-yloxy}-butyrate (1.39 g) is dissolved in chloroform (20 ml) and thereto is added N-bromosuccinimide (475 mg) and the mixture is stirred at room temperature for 2 hours and the reaction solution is concentrated under reduced pressure. The resulting residue is purified by silica gel column chromatography (hexane:ethyl acetate=19:1→4:1) to give ethyl 4-{2-[(3,5-bis-trifluoromethyl-benzyl)-(3-bromo-2... Run in C(Cl)(Cl)Cl (chloroform). Reaction SMILES: [O:1]1[C:5]2([CH2:10][CH2:9][CH:8]([CH2:11][CH2:12][NH:13][C:14]3[CH:19]=[C:18]([O:20][CH3:21])[CH:17]=[CH:16][C:15]=3[N+:22]([O-])=O)[CH2:7][CH2:6]2)[O:4][CH2:3][CH2:2]1>[C].[Pd].C(O)C>[O:1]1[C:5]2([CH2:10][CH2:9][CH:8]([CH2:11][CH2:12][NH:13][C:14]3[CH:19]=[C:18]([O:20][CH3:21])[CH:17]=[CH:16][C:15]=3[NH2:22])[CH2:7][CH2:6]2)[O:4][CH2:3][CH2:2]1 |f:1.2|. Run at temperature 40 celsius, time 30 minute. Run in C(C)O (ethanol). The reagents and catalysts are [C].[Pd] (palladium-carbon). Starting materials: O1CCOC12CCC(CC2)CCNC2=C(C=CC(=C2)OC)[N+](=O)[O-] (N-(2-(1,4-dioxaspiro(4.5)decan-8-yl)ethyl)-5-methoxy-2-nitroaniline). Yields the product O1CCOC12CCC(CC2)CCNC2=C(N)C=CC(=C2)OC (2-(2-(1,4-dioxaspiro(4.5)decan-8-yl)ethyl)amino-4-methoxyaniline). Reported procedure: To 45 mL of an ethanol solution containing 0.8 g of N-(2-(1,4-dioxaspiro(4.5)decan-8-yl)ethyl)-5-methoxy-2-nitroaniline, 0.25 g of 10% palladium-carbon was added at room temperature, and the mixture was stirred at 40° C. for 3 hours and 30 minutes under a hydrogen atmosphere. The insoluble material filtered off, and the solvent was removed under reduced pressure to obtain 0.81 g of a violet oily substance, 2-(2-(1,4-dioxaspiro(4.5)decan-8-yl)ethyl)amino-4-methoxyaniline.